From a dataset of the Open Reaction Database (ORD), a public repository of structured organic reaction records. describe an organic reaction: reactants, conditions, products, and yield The reactants are B, C1CCOC1, CC(O)(C(=O)Nc1ccc(S(=O)(=O)c2ccccc2)cc1)C(F)(F)F. Yields the product CC(O)(CNc1ccc(S(=O)(=O)c2ccccc2)cc1)C(F)(F)F. Reaction SMILES: [BH3:26].[O:27]1[CH2:28][CH2:29][CH2:30][CH2:31]1.[c:1]1([S:7](=[O:8])(=[O:9])[c:10]2[cH:11][cH:12][c:13]([NH:16][C:17]([C:18]([C:19]([F:20])([F:21])[F:22])([CH3:23])[OH:24])=[O:25])[cH:14][cH:15]2)[cH:2][cH:3][cH:4][cH:5][cH:6]1>>[c:1]1([S:7](=[O:8])(=[O:9])[c:10]2[cH:11][cH:12][c:13]([NH:16][CH2:17][C:18]([C:19]([F:20])([F:21])[F:22])([CH3:23])[OH:24])[cH:14][cH:15]2)[cH:2][cH:3][cH:4][cH:5][cH:6]1. The reactants are C1CCOC1, C=CCC(C)(C)CNC, C=CCCCCCC(N=C=O)C(=O)OCC. Reaction SMILES: [CH2:26]1[O:27][CH2:28][CH2:29][CH2:30]1.[CH3:1][NH:2][CH2:3][C:4]([CH2:5][CH:6]=[CH2:7])([CH3:8])[CH3:9].[N:10](=[C:11]=[O:12])[CH:13]([C:14](=[O:15])[O:16][CH2:17][CH3:18])[CH2:19][CH2:20][CH2:21][CH2:22][CH2:23][CH:24]=[CH2:25]>>[CH3:1][N:2]([CH2:3][C:4]([CH2:5][CH:6]=[CH2:7])([CH3:8])[CH3:9])[C:11]([NH:10][CH:13]([C:14](=[O:15])[O:16][CH2:17][CH3:18])[CH2:19][CH2:20][CH2:21][CH2:22][CH2:23][CH:24]=[CH2:25])=[O:12]. Yields the product C=CCCCCCC(NC(=O)N(C)CC(C)(C)CC=C)C(=O)OCC. Starting materials: C(=C)C=1C=C2CC\C(\C2=CC1)=N/O ((E)-5-vinyl-2,3-dihydro-1H-inden-1-one oxime), C1(=CC=CC=C1)C1=C(C(=NO1)C(=O)OC)C(F)(F)F (Methyl 5-phenyl-4-(trifluoromethyl)isoxazole-3-carboxylate), C1(=CC=CC=C1)C1=C(C(=NO1)C(=O)OC)C(F)(F)F (Methyl 5-phenyl-4-(trifluoromethyl)isoxazole-3-carboxylate), C(C)(C)NC(C)C (diisopropylamine), [Li]CCCC (n-BuLi). Run in C1CCOC1 (THF), C1CCOC1 (THF), C1CCOC1 (THF). Conditions: temperature 0 celsius, time 1 hour. Product: C1(=CC=CC=C1)C1=C(C(=NO1)C1(C2C(=NO1)C1=CC=C(C=C1C2)C=C)O)C(F)(F)F (3-(5-phenyl-4-(trifluoromethyl)isoxazol-3-yl)-6-vinyl-3a,4-dihydro-3H-indeno[1,2-c]isoxazol-3-ol). RXN SMILES: C(NC(C)C)(C)C.[Li]CCCC.[CH:13]([C:15]1[CH:16]=[C:17]2[C:21](=[CH:22][CH:23]=1)/[C:20](=[N:24]/[OH:25])/[CH2:19][CH2:18]2)=[CH2:14].[C:26]1([C:32]2[O:36][N:35]=[C:34]([C:37](OC)=[O:38])[C:33]=2[C:41]([F:44])([F:43])[F:42])[CH:31]=[CH:30][CH:29]=[CH:28][CH:27]=1>C1COCC1>[C:26]1([C:32]2[O:36][N:35]=[C:34]([C:37]3([OH:38])[O:25][N:24]=[C:20]4[C:21]5[C:17]([CH2:18][CH:19]34)=[CH:16][C:15]([CH:13]=[CH2:14])=[CH:23][CH:22]=5)[C:33]=2[C:41]([F:43])([F:44])[F:42])[CH:27]=[CH:28][CH:29]=[CH:30][CH:31]=1. Reported procedure: To a stirred solution of diisopropylamine (0.441 mL, 3.10 mmol) in anhydrous THF (2 mL) was added n-BuLi (1.239 mL, 3.10 mmol) (2.5M solution in hexanes) dropwise at 0° C. under nitrogen. The pale yellow solution was then stirred at the same temperature for 20 min. before a solution of (E)-5-vinyl-2,3-dihydro-1H-inden-1-one oxime (Preparation 87B, 0.249 g, 1.438 mmol) in anhydrous THF (1 mL) was added dropwise at 0° C. under nitrogen. The mixture was stirred at 0° C. for 1 h and then a solution ... Starting materials: FC(S(=O)(=O)O)(F)F (trifluoromethanesulfonic acid), [OH-].[Na+] (sodium hydroxide), ClC1=C(C(=O)C2=C(C=C(C(=C2)O)OC)C)C(=CC=C1)Cl (2,6-dichloro-5'-hydroxy-4'-methoxy-2'-methyl-benzophenone), CC(=C)C (2-methylpropene). Solvent: C(Cl)Cl (methylenechloride), C(C)N(CC)CC (Triethylamine). Product: ClC1=C(C(=O)C2=C(C=C(C(=C2)OC(C)(C)C)OC)C)C(=CC=C1)Cl (2,6-Dichloro-5'-tert-butoxy-4'-methoxy-2'-methyl-benzophenone). The yield is 19.9%. Reaction SMILES: [Cl:1][C:2]1[CH:19]=[CH:18][CH:17]=[C:16]([Cl:20])[C:3]=1[C:4]([C:6]1[CH:11]=[C:10]([OH:12])[C:9]([O:13][CH3:14])=[CH:8][C:7]=1[CH3:15])=[O:5].FC(F)(F)S(O)(=O)=O.[CH3:29][C:30]([CH3:32])=[CH2:31].[OH-].[Na+]>C(Cl)Cl.C(N(CC)CC)C>[Cl:1][C:2]1[CH:19]=[CH:18][CH:17]=[C:16]([Cl:20])[C:3]=1[C:4]([C:6]1[CH:11]=[C:10]([O:12][C:30]([CH3:32])([CH3:31])[CH3:29])[C:9]([O:13][CH3:14])=[CH:8][C:7]=1[CH3:15])=[O:5] |f:3.4|. Procedure details: A solution of 2,6-dichloro-5'-hydroxy-4'-methoxy-2'-methyl-benzophenone (3.0 g; 9.6 mmol) in 50 ml of methylenechloride is cooled down to -70° C., trifluoromethanesulfonic acid (0.3 ml) is added, then a stream of 2-methylpropene (5.5 g; 100 mmol) is introduced within 4 hours. Triethylamine (1.2 ml) is added, the temperature goes up to 20° C. The solution is shaken twice with diluted sodium hydroxide and the solventis evaporated. The residue is purified chromatographically (flash column with 30 g... Yields the product ClC=1C=C(CC=2C(=NN(C2CC)CCNC(=O)NC(C2=C(C=CC=C2F)F)=O)CC)C=C(C1)Cl (N-{2-[4-(3,5-Dichlorobenzyl)-3,5-diethyl-1H-pyrazol-1-yl]ethyl}-N′-(2,6-difluorobenzoyl)urea). Reactants: ClC=1C=C(CC=2C(=NN(C2CC)CCN)CC)C=C(C1)Cl (2-[4-(3,5-Dichlorobenzyl)-3,5-diethyl-1H-pyrazol-1-yl]ethanamine), FC1=C(C(=O)N=C=O)C(=CC=C1)F (2,6-difluorobenzoylisocyanate). Solvent: CN(C=O)C (dimethylformamide). As a reaction SMILES: [Cl:1][C:2]1[CH:3]=[C:4]([CH:18]=[C:19]([Cl:21])[CH:20]=1)[CH2:5][C:6]1[C:7]([CH2:16][CH3:17])=[N:8][N:9]([CH2:13][CH2:14][NH2:15])[C:10]=1[CH2:11][CH3:12].[F:22][C:23]1[CH:33]=[CH:32][CH:31]=[C:30]([F:34])[C:24]=1[C:25]([N:27]=[C:28]=[O:29])=[O:26]>CN(C)C=O>[Cl:1][C:2]1[CH:3]=[C:4]([CH:18]=[C:19]([Cl:21])[CH:20]=1)[CH2:5][C:6]1[C:7]([CH2:16][CH3:17])=[N:8][N:9]([CH2:13][CH2:14][NH:15][C:28]([NH:27][C:25](=[O:26])[C:24]2[C:30]([F:34])=[CH:31][CH:32]=[CH:33][C:23]=2[F:22])=[O:29])[C:10]=1[CH2:11][CH3:12]. Run at time 18 hour. Reported procedure: A solution of the amine of Example 43 (6.5 mg, 20 μmol) in dimethylformamide (250 μL) was treated with 2,6-difluorobenzoylisocyanate (4.0 mg, 22 μmol) and the mixture was shaken for 18 hours. The reaction mixture was filtered and the filtrate was purified by HPLC (Hypersil Thermoquest Luna C8 150×10 mm column; a gradient mobile phase was used, 10:90 (by volume)→95:5 (by volume) acetonitrile:(water, 95% by volume/trifluoroacetic acid, 0.1% by volume/acetonitrile 5%, by volume)). Starting materials: CCOC(=O)CBr, O=C([O-])[O-], CN(C)C=O, Cn1c(C(F)(F)F)cnc(-c2cc(O)c(Cl)cc2Cl)c1=O, [K+], [K+], O. The product is CCOC(=O)COc1cc(-c2ncc(C(F)(F)F)n(C)c2=O)c(Cl)cc1Cl. RXN SMILES: [Br:28][CH2:29][C:30](=[O:31])[O:32][CH2:33][CH3:34].[C:22](=[O:23])([O-:24])[O-:25].[CH3:36][N:37]([CH3:38])[CH:39]=[O:40].[Cl:1][c:2]1[c:3](-[c:10]2[c:11](=[O:21])[n:12]([CH3:20])[c:13]([C:16]([F:17])([F:18])[F:19])[cH:14][n:15]2)[cH:4][c:5]([OH:9])[c:6]([Cl:8])[cH:7]1.[K+:26].[K+:27].[OH2:35]>>[Cl:1][c:2]1[c:3](-[c:10]2[c:11](=[O:21])[n:12]([CH3:20])[c:13]([C:16]([F:17])([F:18])[F:19])[cH:14][n:15]2)[cH:4][c:5]([O:9][CH2:29][C:30](=[O:31])[O:32][CH2:33][CH3:34])[c:6]([Cl:8])[cH:7]1.